Dataset: the Open Reaction Database (ORD), a public repository of structured organic reaction records. Task: describe an organic reaction: reactants, conditions, products, and yield Reactants: N(=[N+]=[N-])[C@@H]1[C@@H](COCC1)NC1=NC2=CC=C(C=C2C=N1)C1=C(C(=CC(=C1Cl)OC)OC)Cl (N-((3S,4S)-4-azidotetrahydro-2H-pyran-3-yl)-6-(2,6-dichloro-3,5-dimethoxyphenyl)quinazolin-2-amine). Reagents/catalysts: [Pd] (Pd—C). Run in CO (Methanol), CCOC(=O)C (EtOAc). Reaction conditions: time 1 hour. Yields the product ClC1=C(C(=C(C=C1OC)OC)Cl)C=1C=C2C=NC(=NC2=CC1)N[C@@H]1COCC[C@@H]1N ((3S,4S)—N3-(6-(2,6-dichloro-3,5-dimethoxyphenyl)quinazolin-2-yl)tetrahydro-2H-pyran-3,4-diamine). The yield is 100.8%. Reaction SMILES: [N:1]([C@H:4]1[CH2:9][CH2:8][O:7][CH2:6][C@H:5]1[NH:10][C:11]1[N:20]=[CH:19][C:18]2[C:13](=[CH:14][CH:15]=[C:16]([C:21]3[C:26]([Cl:27])=[C:25]([O:28][CH3:29])[CH:24]=[C:23]([O:30][CH3:31])[C:22]=3[Cl:32])[CH:17]=2)[N:12]=1)=[N+]=[N-]>CO.CCOC(C)=O.[Pd]>[Cl:27][C:26]1[C:25]([O:28][CH3:29])=[CH:24][C:23]([O:30][CH3:31])=[C:22]([Cl:32])[C:21]=1[C:16]1[CH:17]=[C:18]2[C:13](=[CH:14][CH:15]=1)[N:12]=[C:11]([NH:10][C@H:5]1[C@@H:4]([NH2:1])[CH2:9][CH2:8][O:7][CH2:6]1)[N:20]=[CH:19]2. Reported procedure: N-((3S,4S)-4-azidotetrahydro-2H-pyran-3-yl)-6-(2,6-dichloro-3,5-dimethoxyphenyl)quinazolin-2-amine (0.063 g, 0.133 mmol) was taken up in Methanol (7 ml) and EtOAc (7.00 ml), Pd—C (0.014 g, 0.133 mmol) was added and stirred under a H2 balloon for 1 hour. After the reaction was completed, it was filtered through celite and the solvent removed. (3S,4S)—N3-(6-(2,6-dichloro-3,5-dimethoxyphenyl)quinazolin-2-yl)tetrahydro-2H-pyran-3,4-diamine (0.060 g, 0.134 mmol, 101% yield) was recovered as a yellow ... Starting materials: COC(=O)n1ncc2c(NC(=O)NC3CCN(C)c4ccccc43)cccc21, CO, [Na+], [OH-], O. Yields the product CN1CCC(NC(=O)Nc2cccc3[nH]ncc23)c2ccccc21. RXN SMILES: [CH3:1][N:2]1[CH2:3][CH2:4][CH:5]([NH:12][C:13](=[O:14])[NH:15][c:16]2[c:17]3[cH:18][n:19][n:20]([C:25]([O:26][CH3:27])=[O:28])[c:21]3[cH:22][cH:23][cH:24]2)[c:6]2[cH:7][cH:8][cH:9][cH:10][c:11]21.[CH3:32][OH:33].[Na+:31].[OH-:30].[OH2:29]>>[CH3:1][N:2]1[CH2:3][CH2:4][CH:5]([NH:12][C:13](=[O:14])[NH:15][c:16]2[c:17]3[cH:18][n:19][nH:20][c:21]3[cH:22][cH:23][cH:24]2)[c:6]2[cH:7][cH:8][cH:9][cH:10][c:11]21. Starting materials: C(CCCCCCC)Cl (octyl chloride), [Mg] (magnesium), C(CCCCCCC)Cl (octyl chloride), P(=O)(Cl)(Cl)Cl (phosphorus oxychloride), C(CCCCCCC)Cl (octyl chloride), Cl (HCl). Run in O (water), C=1(C(=CC=CC1)C)C (xylene), C(C)OCC (diethyl ether). Reaction conditions: time 1 hour. The product is C(CCCCCCC)P(CCCCCCCC)(CCCCCCCC)=O (trioctylphosphine oxide). RXN SMILES: [CH2:1](Cl)[CH2:2][CH2:3][CH2:4][CH2:5][CH2:6][CH2:7][CH3:8].[Mg].[P:11](Cl)(Cl)(Cl)=[O:12].Cl>C1(C)C(C)=CC=CC=1.O.C(OCC)C>[CH2:1]([P:11](=[O:12])([CH2:1][CH2:2][CH2:3][CH2:4][CH2:5][CH2:6][CH2:7][CH3:8])[CH2:1][CH2:2][CH2:3][CH2:4][CH2:5][CH2:6][CH2:7][CH3:8])[CH2:2][CH2:3][CH2:4][CH2:5][CH2:6][CH2:7][CH3:8]. Procedure: A solution of 44.5 g of octyl chloride in 300 cc of xylene was added dropwise to 12 g of degreased and dry magnesium immersed in a few cc of anhydrous diethyl ether, whilst heating until the reaction started. When the reaction had started, the octyl chloride was added in the cold. When all the octyl chloride solution had been added, stirring was continued for about 1 hour further. 13.8 g of phosphorus oxychloride were then added in the cold. The mixture was then heated to boiling under reflux fo... The reactants are FC1=CC=C(C=C1)CCC(=O)C1=CC=CC=C1 (3-(4-fluorophenyl)-1-phenylpropan-1-one), FC1=CC=C(C=C1)CC/C(=C/C(=O)OCC)/C1=CC=CC=C1 ((Z)-ethyl 5-(4-fluorophenyl)-3-phenylpent-2-enoate). Yields the product FC1=CC=C(C=C1)CC\C(=C/C(=O)OCC)\C1=CC=CC=C1 ((E)-ethyl 5-(4-fluorophenyl)-3-phenylpent-2-enoate). Reaction SMILES: FC1C=CC(CCC(C2C=CC=CC=2)=O)=CC=1.[F:18][C:19]1[CH:24]=[CH:23][C:22]([CH2:25][CH2:26]/[C:27](/[C:34]2[CH:39]=[CH:38][CH:37]=[CH:36][CH:35]=2)=[CH:28]/[C:29]([O:31][CH2:32][CH3:33])=[O:30])=[CH:21][CH:20]=1>>[F:18][C:19]1[CH:20]=[CH:21][C:22]([CH2:25][CH2:26]/[C:27](/[C:34]2[CH:35]=[CH:36][CH:37]=[CH:38][CH:39]=2)=[CH:28]\[C:29]([O:31][CH2:32][CH3:33])=[O:30])=[CH:23][CH:24]=1. Reported procedure: By a procedure similar to that of example 1.85.3, starting from 3-(4-fluorophenyl)-1-phenylpropan-1-one, (Z)-ethyl 5-(4-fluorophenyl)-3-phenylpent-2-enoate and (E)-ethyl 5-(4-fluorophenyl)-3-phenylpent-2-enoate were obtained as colourless oils.